From a dataset of the Open Reaction Database (ORD), a public repository of structured organic reaction records. describe an organic reaction: reactants, conditions, products, and yield Starting materials: BrC1=CC=C(C=C1)[C@@H](C)N1CCC(CC1)N ((R)-1-[1-(4-bromophenyl)ethyl]-4-piperidinamine), Cl.C(C)N=C=NCCCN(C)C (1-ethyl-3-[3-(dimethylamino)-propyl]carbodiimide hydrochloride), N1=C(C=CC=C1)C1=NOC(=N1)CCC(=O)O (3-(2-pyridinyl)-1,2,4-oxadiazole-5-propanoic acid), ON1N=NC2=C1C=CC=C2 (1-hydroxybenzotriazole). Reagents/catalysts: CN(C)C1=CC=NC=C1 (4-(N,N-dimethylamino)-pyridine). Product: BrC1=CC=C(C=C1)C(C)N1CCC(CC1)NC(CCC1=NC(=NO1)C1=NC=CC=C1)=O (N-[1-[1-(4-bromophenyl)ethyl]-4-piperidinyl]-3-(2-pyridinyl)-1,2,4-oxadiazole-5-propanamide). The yield is 5.8%. RXN SMILES: [Br:1][C:2]1[CH:7]=[CH:6][C:5]([C@H:8]([N:10]2[CH2:15][CH2:14][CH:13]([NH2:16])[CH2:12][CH2:11]2)[CH3:9])=[CH:4][CH:3]=1.[N:17]1[CH:22]=[CH:21][CH:20]=[CH:19][C:18]=1[C:23]1[N:27]=[C:26]([CH2:28][CH2:29][C:30](O)=[O:31])[O:25][N:24]=1.ON1C2C=CC=CC=2N=N1.Cl.C(N=C=NCCCN(C)C)C>CN(C1C=CN=CC=1)C>[Br:1][C:2]1[CH:7]=[CH:6][C:5]([CH:8]([N:10]2[CH2:11][CH2:12][CH:13]([NH:16][C:30](=[O:31])[CH2:29][CH2:28][C:26]3[O:25][N:24]=[C:23]([C:18]4[CH:19]=[CH:20][CH:21]=[CH:22][N:17]=4)[N:27]=3)[CH2:14][CH2:15]2)[CH3:9])=[CH:4][CH:3]=1 |f:3.4|. Procedure details: Prepared following a method as hereinbefore described using (R)-1-[1-(4-bromophenyl)ethyl]-4-piperidinamine (449 mg), 3-(2-pyridinyl)-1,2,4-oxadiazole-5-propanoic acid (0.31 g), 1-hydroxybenzotriazole (0.20 g), 4-(N,N-dimethylamino)-pyridine (0.13 g) and 1-ethyl-3-[3-(dimethylamino)-propyl]carbodiimide hydrochloride (0.30 g) to give the title compound (40 mg). m.p. 153-155° C. Reactants: C1(=CC=CC=C1)S(=O)(=O)C1=C[C@@H]([C@H]([C@H](C=C1)C)O[Si](C)(C)C(C)(C)C)C ((1S, 2S, 7S)-(4-Benzenesulfonyl-2,7-dimethylcyclohepta-3,5-dienyloxy)-tert-butyldimethylsilane), C[N+]1(CCOCC1)[O-] (4-methylmorpholine N-oxide), [O-]S(=O)(=S)[O-].[Na+].[Na+] (Na2S2O3). Reagents/catalysts: O=[Os](=O)(=O)=O (OsO4). The solvent is CC(=O)C (acetone), O (H2O), C(C)(=O)OCC (ethyl acetate). Reaction conditions: time 36 hour. Product: C1(=CC=CC=C1)S(=O)(=O)C=1[C@H]([C@H]([C@@H]([C@@H]([C@H](C1)C)O[Si](C)(C)C(C)(C)C)C)O)O ((1S, 2S, 5S, 6R, 7S)-3-Benzenesulfonyl-6-(tert-butyldimethylsilanyloxy)-5,7-dimethylcyclohept-3-ene-1,2-diol). The yield is 83.0%. Reaction SMILES: [C:1]1([S:7]([C:10]2C=[CH:15][C@H:14](C)[C@H:13]([O:18][Si:19]([C:22]([CH3:25])([CH3:24])[CH3:23])([CH3:21])[CH3:20])[C@@H:12]([CH3:26])[CH:11]=2)(=[O:9])=[O:8])[CH:6]=[CH:5][CH:4]=[CH:3][CH:2]=1.C[N+]1([O-])[CH2:33][CH2:32][O:31]CC1.[O-:35]S([O-])(=S)=O.[Na+].[Na+]>CC(C)=O.O.C(OCC)(=O)C.O=[Os](=O)(=O)=O>[C:1]1([S:7]([C:10]2[C@@H:32]([OH:31])[C@@H:33]([OH:35])[C@H:14]([CH3:15])[C@H:13]([O:18][Si:19]([C:22]([CH3:25])([CH3:24])[CH3:23])([CH3:21])[CH3:20])[C@@H:12]([CH3:26])[CH:11]=2)(=[O:9])=[O:8])[CH:6]=[CH:5][CH:4]=[CH:3][CH:2]=1 |f:2.3.4|. Procedure details: A mixture of dienyl sulfone 33 (45 mg, 0.11 mmol), OsO4 (2 mg, 0.0078 mmol), 4-methylmorpholine N-oxide (27 mg, 0.23 mmol) in acetone (0.5 mL) and H2O (0.5 mL) as co-solvent was stirred at room temperature for 36 h, then saturated aqueous Na2S2O3 (5 mL) was added, and stirred for 30 min. The reaction mixture was diluted with ethyl acetate (10 mL), separated, and the aqueous layer was extracted with ethyl acetate (3×5 mL). The combined organic layers were dried over Na2SO4 and concentrated. The r... The reactants are Cc1c[nH]c2ccc(B3OC(C)(C)C(C)(C)O3)cc12, Clc1ccc(OC2CN3CCC2CC3)nn1. Yields the product Cc1c[nH]c2ccc(-c3ccc(OC4CN5CCC4CC5)nn3)cc12. RXN SMILES: [CH3:1][c:2]1[cH:3][nH:4][c:5]2[cH:6][cH:7][c:8]([B:11]3[O:12][C:13]([CH3:14])([CH3:15])[C:16]([CH3:17])([CH3:18])[O:19]3)[cH:9][c:10]12.[Cl:20][c:21]1[cH:22][cH:23][c:24]([O:27][CH:28]2[CH2:29][N:30]3[CH2:31][CH2:32][CH:33]2[CH2:34][CH2:35]3)[n:25][n:26]1>>[CH3:1][c:2]1[cH:3][nH:4][c:5]2[cH:6][cH:7][c:8](-[c:21]3[cH:22][cH:23][c:24]([O:27][CH:28]4[CH2:29][N:30]5[CH2:31][CH2:32][CH:33]4[CH2:34][CH2:35]5)[n:25][n:26]3)[cH:9][c:10]12. Starting materials: C(CCC)(=O)Cl (butyric acid chloride), O[C@@H](CN(NC([C@@H](NC(=O)OC)C(C)C)=O)CC1CCCCC1)[C@H](CC1=CC=CC=C1)NC([C@@H](NC(=O)OC)C(C)C)=O (1-[2(S)-hydroxy-3(S)-(N-(methoxycarbonyl)-(L)-valyl)amino-4-phenyl-butyl]-1-[cyclohexylmethyl]-2-[N-methoxycarbonyl-(L)-valyl]-hydrazine), C(CCC)(=O)Cl (butyric acid chloride), ice, O[C@@H](CN(NC([C@@H](NC(=O)OC)C(C)C)=O)CC1CCCCC1)[C@H](CC1=CC=CC=C1)NC([C@@H](NC(=O)OC)C(C)C)=O (1-[2(S)-hydroxy-3(S)-(N-(methoxy-carbonyl)-(L)-valyl)amino-4-phenyl-butyl]-1-[cyclohexylmethyl]-2-[N-methoxycarbonyl-(L)-valyl]-hydrazine), C(CCC)(=O)Cl (butyric acid chloride). Reagents/catalysts: CN(C)C=1C=CN=CC1 (DMAP), CN(C)C=1C=CN=CC1 (DMAP). Run in C(C)(=O)OCC (ethyl acetate), O1CCOCC1 (dioxane), N1=CC=CC=C1 (pyridine). Run at time 18 hour. Product: C(CCC)(=O)O[C@@H](CN(NC([C@@H](NC(=O)OC)C(C)C)=O)CC1CCCCC1)[C@H](CC1=CC=CC=C1)NC([C@@H](NC(=O)OC)C(C)C)=O (1-[2(S)-Butyryloxy-3(S)-(N-(methoxycarbonyl)-(L)-valyl)amino-4-phenylbutyl]-1-[cyclohexylmethyl]-2-[N-methoxycarbonyl-(L)-valyl]-hydrazine). As a reaction SMILES: [C:1](Cl)(=[O:5])[CH2:2][CH2:3][CH3:4].[OH:7][C@H:8]([C@@H:30]([NH:38][C:39](=[O:49])[C@H:40]([CH:46]([CH3:48])[CH3:47])[NH:41][C:42]([O:44][CH3:45])=[O:43])[CH2:31][C:32]1[CH:37]=[CH:36][CH:35]=[CH:34][CH:33]=1)[CH2:9][N:10]([CH2:23][CH:24]1[CH2:29][CH2:28][CH2:27][CH2:26][CH2:25]1)[NH:11][C:12](=[O:22])[C@H:13]([CH:19]([CH3:21])[CH3:20])[NH:14][C:15]([O:17][CH3:18])=[O:16]>CN(C1C=CN=CC=1)C.O1CCOCC1.N1C=CC=CC=1.C(OCC)(=O)C>[C:1]([O:7][C@H:8]([C@@H:30]([NH:38][C:39](=[O:49])[C@H:40]([CH:46]([CH3:48])[CH3:47])[NH:41][C:42]([O:44][CH3:45])=[O:43])[CH2:31][C:32]1[CH:33]=[CH:34][CH:35]=[CH:36][CH:37]=1)[CH2:9][N:10]([CH2:23][CH:24]1[CH2:29][CH2:28][CH2:27][CH2:26][CH2:25]1)[NH:11][C:12](=[O:22])[C@H:13]([CH:19]([CH3:20])[CH3:21])[NH:14][C:15]([O:17][CH3:18])=[O:16])(=[O:5])[CH2:2][CH2:3][CH3:4]. Procedure: 50 μ(0.495 mmol) of butyric acid chloride and 2 mg (0.017 mmol) of DMAP are added to an ice-cooled mixture of 200 mg (0.33 mmol) of 1-[2(S)-hydroxy-3(S)-(N-(methoxy-carbonyl)-(L)-valyl)amino-4-phenyl-butyl]-1-[cyclohexylmethyl]-2-[N-methoxycarbonyl-(L)-valyl]-hydrazine (Example 73a) in 2.6 ml of dioxane and 0.4 ml of pyridine. After 18 h at RT, according to HPLC there is still 1-[2(S)-hydroxy-3(S)-(N-(methoxycarbonyl)-(L)-valyl)amino-4-phenyl-butyl]-1-[cyclohexylmethyl]-2-[N-methoxycarbonyl-(L)-...